This data is from the Open Reaction Database (ORD), a public repository of structured organic reaction records. The task is: describe an organic reaction: reactants, conditions, products, and yield Reactants: C(C1=CC=CC=C1)OC=1C=CC(=C2C=CC(NC12)=O)[C@H](CNC(CC1=CC(=CC=C1)CO)(C)C)O[Si](C)(C)C(C)(C)C ((R)-8-(Benzyloxy)-5-(1-(tert-butyldimethylsilyloxy)-2-(1-(3-(hydroxymethyl)phenyl)-2-methylpropan-2-ylamino)ethyl)quinolin-2(1H)-one), [H][H] (hydrogen). Reagents/catalysts: [Pd] (palladium on carbon). Run in C(C)O (ethanol). Yields the product [Si](C)(C)(C(C)(C)C)O[C@@H](CNC(CC1=CC(=CC=C1)CO)(C)C)C1=C2C=CC(NC2=C(C=C1)O)=O ((R)-5-(1-(tert-Butyldimethylsilyloxy)-2-(1-(3-(hydroxymethyl)phenyl)-2-methylpropan-2-ylamino)ethyl)-8-hydroxyquinolin-2(1H)-one). As a reaction SMILES: C([O:8][C:9]1[CH:10]=[CH:11][C:12]([C@@H:20]([O:35][Si:36]([C:39]([CH3:42])([CH3:41])[CH3:40])([CH3:38])[CH3:37])[CH2:21][NH:22][C:23]([CH3:34])([CH3:33])[CH2:24][C:25]2[CH:30]=[CH:29][CH:28]=[C:27]([CH2:31][OH:32])[CH:26]=2)=[C:13]2[C:18]=1[NH:17][C:16](=[O:19])[CH:15]=[CH:14]2)C1C=CC=CC=1.[H][H]>[Pd].C(O)C>[Si:36]([O:35][C@H:20]([C:12]1[CH:11]=[CH:10][C:9]([OH:8])=[C:18]2[C:13]=1[CH:14]=[CH:15][C:16](=[O:19])[NH:17]2)[CH2:21][NH:22][C:23]([CH3:34])([CH3:33])[CH2:24][C:25]1[CH:30]=[CH:29][CH:28]=[C:27]([CH2:31][OH:32])[CH:26]=1)([C:39]([CH3:40])([CH3:41])[CH3:42])([CH3:38])[CH3:37]. Procedure: A mixture of (R)-8-(benzyloxy)-5-(1-(tert-butyldimethylsilyloxy)-2-(1-(3-(hydroxymethyl)phenyl)-2-methylpropan-2-ylamino)ethyl)quinolin-2(1H)-one (Example 275, step d) (0.44 g) and palladium on carbon (10%) (80 mg) in ethanol (30 mL) was stirred vigorously under 5 bar pressure of hydrogen for 3 hours. The catalyst was filtered off and the solvent evaporated under reduced pressure to afford the subtitled compound. Yield 0.37 g. Starting materials: BrC1=CC=C(C=C1)C(=O)N=C=S (4-bromo-1-benzenecarbonyl isothiocyanate), BrC1=CC=C(C=C1)C(=O)Cl (4-bromo-1-benzenecarbonyl chloride), COC=1C=C2C(=NC=NC2=CC1OC)OC1=CC=C(N)C=C1 (4-[(6,7-Dimethoxy-4-quinazolinyl)oxy]aniline). The solvent is C(C)O (ethanol), C(C)O (ethanol), C1(=CC=CC=C1)C (toluene). Run at time 2 hour. Yields the product BrC1=CC=C(C=C1)C(=O)N=C=S (4-Bromo-1-benzenecarbonyl isothiocyanate), BrC1=CC=C(C(=O)NC(=S)NC2=CC=C(C=C2)OC2=NC=NC3=CC(=C(C=C23)OC)OC)C=C1 (N-(4-Bromobenzoyl)-N′-{4-[(6,7-dimethoxy-4-quinazolinyl)oxy]phenyl}thiourea). Yield: 58.0%. As a reaction SMILES: BrC1C=CC(C(Cl)=O)=CC=1.[CH3:11][O:12][C:13]1[CH:14]=[C:15]2[C:20](=[CH:21][C:22]=1[O:23][CH3:24])[N:19]=[CH:18][N:17]=[C:16]2[O:25][C:26]1[CH:32]=[CH:31][C:29]([NH2:30])=[CH:28][CH:27]=1.[Br:33][C:34]1[CH:39]=[CH:38][C:37]([C:40]([N:42]=[C:43]=[S:44])=[O:41])=[CH:36][CH:35]=1>C1(C)C=CC=CC=1.C(O)C>[Br:33][C:34]1[CH:35]=[CH:36][C:37]([C:40]([N:42]=[C:43]=[S:44])=[O:41])=[CH:38][CH:39]=1.[Br:33][C:34]1[CH:39]=[CH:38][C:37]([C:40]([NH:42][C:43]([NH:30][C:29]2[CH:31]=[CH:32][C:26]([O:25][C:16]3[C:15]4[C:20](=[CH:21][C:22]([O:23][CH3:24])=[C:13]([O:12][CH3:11])[CH:14]=4)[N:19]=[CH:18][N:17]=3)=[CH:27][CH:28]=2)=[S:44])=[O:41])=[CH:36][CH:35]=1. Procedure: 4-Bromo-1-benzenecarbonyl isothiocyanate was prepared using commercially available 4-bromo-1-benzenecarbonyl chloride (80 mg) as a starting compound according to the description of the literature. 4-[(6,7-Dimethoxy-4-quinazolinyl)oxy]aniline (50 mg) was dissolved in toluene (5 ml) and ethanol (1 ml) to prepare a solution. A solution of 4-bromo-1-benzenecarbonyl isothiocyanate in ethanol (1 ml) was then added to the solution, and the mixture was stirred at room temperature for 2 hr. The reaction ...